This data is from the Open Reaction Database (ORD), a public repository of structured organic reaction records. The task is: describe an organic reaction: reactants, conditions, products, and yield Reactants: COc1cc2c(Oc3ccc(NC(=O)Nc4ccc(F)cc4F)c(Cl)c3)ncnc2cc1OCCCBr, O=C([O-])[O-], CNCCO, CN(C)C=O, [K+], [K+], O. Yields the product COc1cc2c(Oc3ccc(NC(=O)Nc4ccc(F)cc4F)c(Cl)c3)ncnc2cc1OCCCN(C)CCO. As a reaction SMILES: [Br:1][CH2:2][CH2:3][CH2:4][O:5][c:6]1[c:7]([O:36][CH3:37])[cH:8][c:9]2[c:10]([O:16][c:17]3[cH:18][c:19]([Cl:35])[c:20]([NH:23][C:24](=[O:25])[NH:26][c:27]4[c:28]([F:34])[cH:29][c:30]([F:33])[cH:31][cH:32]4)[cH:21][cH:22]3)[n:11][cH:12][n:13][c:14]2[cH:15]1.[C:38](=[O:39])([O-:40])[O-:41].[CH3:44][NH:45][CH2:46][CH2:47][OH:48].[CH3:50][N:51]([CH3:52])[CH:53]=[O:54].[K+:42].[K+:43].[OH2:49]>>[CH2:2]([CH2:3][CH2:4][O:5][c:6]1[c:7]([O:36][CH3:37])[cH:8][c:9]2[c:10]([O:16][c:17]3[cH:18][c:19]([Cl:35])[c:20]([NH:23][C:24](=[O:25])[NH:26][c:27]4[c:28]([F:34])[cH:29][c:30]([F:33])[cH:31][cH:32]4)[cH:21][cH:22]3)[n:11][cH:12][n:13][c:14]2[cH:15]1)[N:45]([CH3:44])[CH2:46][CH2:47][OH:48].